Dataset: the Open Reaction Database (ORD), a public repository of structured organic reaction records. Task: describe an organic reaction: reactants, conditions, products, and yield Reactants: [O-]S(=O)(=O)[O-].[Na+].[Na+] (Na2SO4), COC(C1=CC(=C(C=C1)Br)[N+](=O)[O-])=O (4-Bromo-3-nitro-benzoic acid methyl ester). Run in CCO (EtOH). The product is COC(C1=CC(=C(C=C1)Br)N)=O (4-Bromo-3-amino-benzoic acid methyl ester). Reaction SMILES: [O-]S([O-])(=O)=O.[Na+].[Na+].[CH3:8][O:9][C:10](=[O:21])[C:11]1[CH:16]=[CH:15][C:14]([Br:17])=[C:13]([N+:18]([O-])=O)[CH:12]=1>CCO>[CH3:8][O:9][C:10](=[O:21])[C:11]1[CH:16]=[CH:15][C:14]([Br:17])=[C:13]([NH2:18])[CH:12]=1 |f:0.1.2|. Reported procedure: Add Na2SO4(8.5 mmol) to a solution of 4-Bromo-3-nitro-benzoic acid methyl ester (1.2 mmol) in EtOH (40 mL). Heat the reaction at 70° C. for 30 min and then at room temperature overnight. Add a saturated solution of NaHCO3(pH=11-12) and extract with EtOAc (2×50 mL). Dry over NaSO4, filter and evaporate to dryness to provide 4-Bromo-3-amino-benzoic acid methyl ester.